This data is from the Open Reaction Database (ORD), a public repository of structured organic reaction records. The task is: describe an organic reaction: reactants, conditions, products, and yield Reactants: C(C=C)[C@@]1(C(N([C@@H]([C@H](C1)C1=CC(=CC=C1)Cl)C1=CC=C(C=C1)Cl)[C@H](C=O)CC)=O)C ((S)-2-((3S,5R,6S)-3-Allyl-5-(3-chlorophenyl)-6-(4-chlorophenyl)-3-methyl-2-oxopiperidin-1-yl)butanal), [Cl-].COC[P+](C1=CC=CC=C1)(C1=CC=CC=C1)C1=CC=CC=C1 ((methoxymethyl)triphenylphosphonium chloride), C[Si](C)(C)[N-][Si](C)(C)C.[K+] (KHMDS), C1(=CC=CC=C1)C (toluene). Run in C1CCOC1 (THF), C1CCOC1 (THF). Run at temperature 0 celsius, time 30 minute. Product: C(C=C)[C@@]1(C(N([C@@H]([C@H](C1)C1=CC(=CC=C1)Cl)C1=CC=C(C=C1)Cl)[C@H](/C=C/OC)CC)=O)C.C(=C)OC=C (vinyl ether (3S,5R,6S)-3-allyl-5-(3-chlorophenyl)-6-(4-chlorophenyl)-1-((S,E)-1-methoxypent-1-en-3-yl)-3-methylpiperidin-2-one). As a reaction SMILES: [Cl-].[CH3:2][O:3]C[P+](C1C=CC=CC=1)(C1C=CC=CC=1)[C:6]1C=CC=C[CH:7]=1.C[Si]([N-][Si](C)(C)C)(C)C.[K+].[C:34]1(C)C=CC=C[CH:35]=1.[CH2:41]([C@@:44]1([CH3:70])[CH2:49][C@H:48]([C:50]2[CH:55]=[CH:54][CH:53]=[C:52]([Cl:56])[CH:51]=2)[C@@H:47]([C:57]2[CH:62]=[CH:61][C:60]([Cl:63])=[CH:59][CH:58]=2)[N:46]([C@@H:64]([CH2:67][CH3:68])[CH:65]=[O:66])[C:45]1=[O:69])[CH:42]=[CH2:43]>C1COCC1>[CH2:41]([C@@:44]1([CH3:70])[CH2:49][C@H:48]([C:50]2[CH:55]=[CH:54][CH:53]=[C:52]([Cl:56])[CH:51]=2)[C@@H:47]([C:57]2[CH:58]=[CH:59][C:60]([Cl:63])=[CH:61][CH:62]=2)[N:46]([C@@H:64]([CH2:34][CH3:35])/[CH:67]=[CH:68]/[O:3][CH3:2])[C:45]1=[O:69])[CH:42]=[CH2:43].[CH:6]([O:64][CH:65]=[CH2:66])=[CH2:7] |f:0.1,2.3,7.8|. Procedure details: (Methoxymethyl)triphenylphosphonium chloride was dried at 80° C. under vacuum for 3 h. To a solution of the dried (methoxymethyl)triphenylphosphonium chloride (1.96 g, 5.71 mmol) in THF (10 mL) was added 0.5 M KHMDS in toluene (10.2 mL, 5.08 mmol) at −78° C. The color of the solution turned blood red in color. After stirring at 0° C. for 30 min., a solution of (S)-2-((3S,5R,6S)-3-allyl-5-(3-chlorophenyl)-6-(4-chlorophenyl)-3-methyl-2-oxopiperidin-1-yl)butanal (Example 91, Step C; 564 mg, 1.27 mm... The reactants are CC(C)=O, CN(C)C(=O)CCC(=O)OCCl, [I-], [Na+]. Product: CN(C)C(=O)CCC(=O)OCI. As a reaction SMILES: [CH3:15][C:16](=[O:17])[CH3:18].[CH3:3][N:4]([C:5]([CH2:6][CH2:7][C:8](=[O:9])[O:10][CH2:11][Cl:12])=[O:13])[CH3:14].[I-:2].[Na+:1]>>[I:2][CH2:11][O:10][C:8]([CH2:7][CH2:6][C:5]([N:4]([CH3:3])[CH3:14])=[O:13])=[O:9]. Starting materials: Cl.C(#N)C1=CC=C(C=C1)C1CCCC=2N1C=NC2 (Racemic 5-(p-cyanophenyl)-5,6,7,8-tetrahydroimidazo[1,5-a]pyridine hydrochloride), C([C@@H]1[C@@H]2[C@@H]([C@H]([C@H](O1)O[C@@H]3[C@H](O[C@@H]([C@@H]([C@H]3O)O)O[C@@H]4[C@H](O[C@@H]([C@@H]([C@H]4O)O)O[C@@H]5[C@H](O[C@@H]([C@@H]([C@H]5O)O)O[C@@H]6[C@H](O[C@@H]([C@@H]([C@H]6O)O)O[C@@H]7[C@H](O[C@@H]([C@@H]([C@H]7O)O)O[C@@H]8[C@H](O[C@H](O2)[C@@H]([C@H]8O)O)CO)CO)CO)CO)CO)CO)O)O)O (beta-cyclodextrin), O (water). Solvent: CO (methanol). Yields the product C(#N)C1=CC=C(C=C1)C1CCCC=2N1C=NC2 ((+)-5-(p-cyanophenyl)-5,6,7,8-tetrahydroimidazo[1,5-a]pyridine). RXN SMILES: Cl.[C:2]([C:4]1[CH:9]=[CH:8][C:7]([CH:10]2[N:15]3[CH:16]=[N:17][CH:18]=[C:14]3[CH2:13][CH2:12][CH2:11]2)=[CH:6][CH:5]=1)#[N:3].C(O)[C@H]1O[C@@H]2O[C@H]3[C@H](O)[C@@H](O)[C@@H](O[C@H]4[C@H](O)[C@@H](O)[C@@H](O[C@H]5[C@H](O)[C@@H](O)[C@@H](O[C@H]6[C@H](O)[C@@H](O)[C@@H](O[C@H]7[C@H](O)[C@@H](O)[C@@H](O[C@H]8[C@H](O)[C@@H](O)[C@@H](O[C@H]1[C@H](O)[C@H]2O)O[C@@H]8CO)O[C@@H]7CO)O[C@@H]6CO)O[C@@H]5CO)O[C@@H]4CO)O[C@@H]3CO.O>CO>[C:2]([C:4]1[CH:5]=[CH:6][C:7]([CH:10]2[N:15]3[CH:16]=[N:17][CH:18]=[C:14]3[CH2:13][CH2:12][CH2:11]2)=[CH:8][CH:9]=1)#[N:3] |f:0.1|. Procedure details: Racemic 5-(p-cyanophenyl)-5,6,7,8-tetrahydroimidazo[1,5-a]pyridine hydrochloride is applied, in 20 mg aliquots, to a 4.6×250 mm beta-cyclodextrin bonded silica gel column using 7:3 water:methanol as the eluant at a flow rate of 0.8 ml/min. The separate fractions are evaporated under vacuum to yield (-)-5-(p-cyanophenyl)-5,6,7,8-tetrahydroimidazo[1,5-a]pyridine, [α]D25 =-89.2° and (+)-5-(p-cyanophenyl)-5,6,7,8-tetrahydroimidazo[1,5-a]pyridine, [α]D25 +85.02°. Both compound are separately dissolve... Reactants: C(C)OC(=O)C=1NC2=CC=CC=C2C1C=O (3-formyl-1H-indole-2-carboxylic acid ethyl ester), C(CCC)[Li] (Butyllithium), [Br-].CN(CC[P+](C1=CC=CC=C1)(C1=CC=CC=C1)C1=CC=CC=C1)C ((2-dimethylaminoethyl)triphenylphosphonium bromide), C(C)NCC.[Li] (lithium diethylamine). Run in C1CCOC1 (THF), C1CCOC1 (THF). Conditions: time 30 minute. Product: C(C)OC(=O)C=1NC2=CC=CC=C2C1C=CCN(C)C (3-(3-dimethylaminopropenyl)-1H-indole-2-carboxylic acid ethyl ester). As a reaction SMILES: C([Li])CCC.[Br-].[CH3:7][N:8]([CH3:30])[CH2:9][CH2:10][P+](C1C=CC=CC=1)(C1C=CC=CC=1)C1C=CC=CC=1.C(NCC)C.[Li].[CH2:37]([O:39][C:40]([C:42]1[NH:43][C:44]2[C:49]([C:50]=1[CH:51]=O)=[CH:48][CH:47]=[CH:46][CH:45]=2)=[O:41])[CH3:38]>C1COCC1>[CH2:37]([O:39][C:40]([C:42]1[NH:43][C:44]2[C:49]([C:50]=1[CH:51]=[CH:10][CH2:9][N:8]([CH3:30])[CH3:7])=[CH:48][CH:47]=[CH:46][CH:45]=2)=[O:41])[CH3:38] |f:1.2,3.4,^1:35|. Procedure details: Butyllithium (1.1 equiv.) was added to a suspension of (2-dimethylaminoethyl)triphenylphosphonium bromide in THF (0.2 M) at 0° C. After stirring for 30 minutes, lithium diethylamine (1.1 equiv.) was added dropwise followed by the cold suspension of 3-formyl-1H-indole-2-carboxylic acid ethyl ester (3.96 g, 18.2 mmol) in THF. The resulting orange suspension was stirred for 18 hours. The reaction was then quenched with saturated ammonium chloride and extracted with 10% MeOH in DCM. The organic laye... The reactants are Cl (hydrochloric acid), Cl.C1(=CC=CC=C1)C(=C1CCNCC1)C1=CC=CC=C1 (4-diphenylmethylenepiperidine hydrochloride), [H][H] (hydrogen). Reagents/catalysts: [C].[Pd] (palladium-carbon). Run in CO (methanol). Yields the product Cl.C1(=CC=CC=C1)C(C1CCNCC1)C1=CC=CC=C1 (4-diphenylmethylpiperidine hydrochloride). Isolated yield 38.1%. RXN SMILES: [ClH:1].[C:2]1([C:8]([C:15]2[CH:20]=[CH:19][CH:18]=[CH:17][CH:16]=2)=[C:9]2[CH2:14][CH2:13][NH:12][CH2:11][CH2:10]2)[CH:7]=[CH:6][CH:5]=[CH:4][CH:3]=1.Cl.[H][H]>[C].[Pd].CO>[ClH:1].[C:2]1([CH:8]([C:15]2[CH:20]=[CH:19][CH:18]=[CH:17][CH:16]=2)[CH:9]2[CH2:10][CH2:11][NH:12][CH2:13][CH2:14]2)[CH:3]=[CH:4][CH:5]=[CH:6][CH:7]=1 |f:0.1,4.5,7.8|. Procedure details: 4-diphenylmethylenepiperidine hydrochloride (6.21 g) was added to methanol (30 ml) and the atmosphere was replaced with argon. To the mixture, 10% palladium-carbon (1.54 g) and a small amount,of concentrated hydrochloric acid were added and the atmosphere was replaced with hydrogen, followed by allowing the mixture to react at 3.5 atm at room temperature for 10.5 hours. Then 10% palladium-carbon was removed through Celite and the filtrate was concentrated. The residue was again dissolved in meth... Starting materials: CN(C)C=C(C(=O)OCC)C(C)=O (ethyl 2-[(dimethylamino)methylene]-3-oxobutanoate), Cl.C(C)(=N)N (acetamidine hydrochloride), CC[O-].[Na+] (NaOEt). Solvent: CCO (EtOH). The product is CC1=NC=C(C(=N1)C)C(=O)OCC (ethyl 2,4-dimethylpyrimidine-5-carboxylate). Isolated yield 42.6%. RXN SMILES: CN([CH:4]=[C:5]([C:11](=O)[CH3:12])[C:6]([O:8][CH2:9][CH3:10])=[O:7])C.Cl.[C:15]([NH2:18])(=[NH:17])[CH3:16].CC[O-].[Na+]>CCO>[CH3:16][C:15]1[N:18]=[C:11]([CH3:12])[C:5]([C:6]([O:8][CH2:9][CH3:10])=[O:7])=[CH:4][N:17]=1 |f:1.2,3.4|. Reported procedure: Intermediate 51 (17.6 g, 95 mmol) and acetamidine hydrochloride (17.6 g, 95 mmol), were dissolved in EtOH and added NaOEt (6.5 g, 95 mmol). This mixture was refluxed for 4 h. After that, ethanol removed on rotavapour followed by work-up (AcOEt/H2O) to obtain the crude. Crude was purified by column chromatography using 60-120 mesh silicagel and AcOEt and Petether (25:75) as eluent to obtain the title compound (7.3 g).